Dataset: the Open Reaction Database (ORD), a public repository of structured organic reaction records. Task: describe an organic reaction: reactants, conditions, products, and yield Reactants: ClC1=NC(=CC(=N1)C)C (2-chlor-4,6-dimethylpyrimidine). Solvent: C(C=C)N (allylamine). The product is C(C=C)NC1=NC(=CC(=N1)C)C (2-allylamino-4,6-dimethylpyrimidine). Yield: 196.9%. As a reaction SMILES: Cl[C:2]1[N:7]=[C:6]([CH3:8])[CH:5]=[C:4]([CH3:9])[N:3]=1>C(N)C=C>[CH2:4]([NH:3][C:2]1[N:7]=[C:6]([CH3:8])[CH:5]=[C:4]([CH3:9])[N:3]=1)[CH:5]=[CH2:6]. Procedure: 20 g (0.14 mol) 2-chlor-4,6-dimethylpyrimidine are heated under reflux in 60 ml allylamine. After 4 hours the reaction is terminated. The excess allylamine is distilled off. Thereafter the residue is withdrawn in ethyl acetate and then washed with 150 ml saturated bicarbonate solution. After drying across Na2SO4 the solvent is discharged. In this manner are obtained 22.5 g (99% of theoretical) 2-allylamino-4,6-dimethylpyrimidine.